From a dataset of the Open Reaction Database (ORD), a public repository of structured organic reaction records. describe an organic reaction: reactants, conditions, products, and yield The reactants are CCN=C=NCCCN(C)C, Cl, Nc1ccc2ncnc(Nc3cccc(Br)c3)c2n1, C=CC(=O)O. The product is C=CC(=O)Nc1ccc2ncnc(Nc3cccc(Br)c3)c2n1. RXN SMILES: [CH3:26][N:27]([CH3:28])[CH2:29][CH2:30][CH2:31][N:32]=[C:33]=[N:34][CH2:35][CH3:36].[ClH:25].[NH2:1][c:2]1[cH:3][cH:4][c:5]2[n:6][cH:7][n:8][c:9]([NH:12][c:13]3[cH:14][c:15]([Br:19])[cH:16][cH:17][cH:18]3)[c:10]2[n:11]1.[OH:20][C:21](=[O:22])[CH:23]=[CH2:24]>>[NH:1]([c:2]1[cH:3][cH:4][c:5]2[n:6][cH:7][n:8][c:9]([NH:12][c:13]3[cH:14][c:15]([Br:19])[cH:16][cH:17][cH:18]3)[c:10]2[n:11]1)[C:21](=[O:20])[CH:23]=[CH2:24]. Reactants: Intermediate 21, BrC=1C=NC(=NC1)I (5-bromo-2-iodopyrimidine), ClC1=C(C=CC=C1)B(O)O (2-chlorophenylboronic acid). Yields the product BrC=1C=NC(=NC1)C1=C(C=CC=C1)Cl (5-Bromo-2-(2-chlorophenyl)pyrimidine). Yield: 69.0%. As a reaction SMILES: [Br:1][C:2]1[CH:3]=[N:4][C:5](I)=[N:6][CH:7]=1.[Cl:9][C:10]1[CH:15]=[CH:14][CH:13]=[CH:12][C:11]=1B(O)O>>[Br:1][C:2]1[CH:3]=[N:4][C:5]([C:11]2[CH:12]=[CH:13][CH:14]=[CH:15][C:10]=2[Cl:9])=[N:6][CH:7]=1. Procedure details: Obtained (0.400 g, yield 69%) following the procedure described in Intermediate 21, starting with 5-bromo-2-iodopyrimidine (2.14 mmol, 0.61 g), 2-chlorophenylboronic acid (2.37 mmol, 0.37 g). RXN SMILES: [CH2:17]([CH2:18][CH2:30][CH3:31])[Sn:19]([CH2:20][CH2:21][CH2:22][CH3:23])([CH2:24][CH2:25][CH2:26][CH3:27])[CH:28]=[CH2:29].[CH3:32][CH2:33][O:34][C:35]([CH3:36])=[O:37].[Cu:43][I:44].[F-:15].[I:1][c:2]1[cH:3][c:4]2[c:5]([cH:13][cH:14]1)[C:6](=[O:12])[CH2:7][CH2:8][C:9](=[O:11])[NH:10]2.[K+:16].[O:38]=[CH:39][N:40]([CH3:41])[CH3:42].[cH:45]1[cH:46][cH:47][c:48]([P:49]([Pd:50]([P:51]([c:52]2[cH:53][cH:54][cH:55][cH:56][cH:57]2)([c:58]2[cH:59][cH:60][cH:61][cH:62][cH:63]2)[c:64]2[cH:65][cH:66][cH:67][cH:68][cH:69]2)([P:70]([c:71]2[cH:72][cH:73][cH:74][cH:75][cH:76]2)([c:77]2[cH:78][cH:79][cH:80][cH:81][cH:82]2)[c:83]2[cH:84][cH:85][cH:86][cH:87][cH:88]2)[P:89]([c:90]2[cH:91][cH:92][cH:93][cH:94][cH:95]2)([c:96]2[cH:97][cH:98][cH:99][cH:100][cH:101]2)[c:102]2[cH:103][cH:104][cH:105][cH:106][cH:107]2)([c:108]2[cH:109][cH:110][cH:111][cH:112][cH:113]2)[c:114]2[cH:115][cH:116][cH:117][cH:118][cH:119]2)[cH:120][cH:121]1>>[c:2]1([CH:17]=[CH2:18])[cH:3][c:4]2[c:5]([cH:13][cH:14]1)[C:6](=[O:12])[CH2:7][CH2:8][C:9](=[O:11])[NH:10]2. Product: C=Cc1ccc2c(c1)NC(=O)CCC2=O. Reactants: C=C[Sn](CCCC)(CCCC)CCCC, CCOC(C)=O, [Cu]I, [F-], O=C1CCC(=O)c2ccc(I)cc2N1, [K+], CN(C)C=O, c1ccc(P(c2ccccc2)(c2ccccc2)[Pd](P(c2ccccc2)(c2ccccc2)c2ccccc2)(P(c2ccccc2)(c2ccccc2)c2ccccc2)P(c2ccccc2)(c2ccccc2)c2ccccc2)cc1. The reactants are O=C(Cl)c1ccccc1, C[Si](C)(C)Cl, Nc1ncnc2c1ncn2C1OC(CO)C(O)C1O, N, O, c1ccncc1. The product is O=C(Nc1ncnc2c1ncn2C1OC(CO)C(O)C1O)c1ccccc1. Reaction SMILES: [C:25]([c:26]1[cH:27][cH:28][cH:29][cH:30][cH:31]1)(=[O:32])[Cl:33].[CH3:20][Si:21]([Cl:22])([CH3:23])[CH3:24].[CH:1]1([n:10]2[cH:11][n:12][c:13]3[c:14]([NH2:15])[n:16][cH:17][n:18][c:19]23)[CH:2]([OH:3])[CH:4]([OH:5])[CH:6]([CH2:7][OH:8])[O:9]1.[NH3:34].[OH2:41].[cH:35]1[cH:36][cH:37][n:38][cH:39][cH:40]1>>[CH:1]1([n:10]2[cH:11][n:12][c:13]3[c:14]([NH:15][C:25]([c:26]4[cH:27][cH:28][cH:29][cH:30][cH:31]4)=[O:32])[n:16][cH:17][n:18][c:19]23)[CH:2]([OH:3])[CH:4]([OH:5])[CH:6]([CH2:7][OH:8])[O:9]1. Starting materials: BrCCCCCCCCCCBr (1,10-dibromodecane), BrCCCCCCCCCCBr (1,10-dibromodecane), C(C(C)C)Br (Isobutyl bromide), [Mg] (magnesium), Cl (hydrochloric acid). The reagents and catalysts are [Li+].[Li+].[Cl-].[Cl-].[Cl-].[Cl-].[Cu+2] (dilithium tetrachlorocuprate). The solvent is O1CCCC1 (tetrahydrofuran), O1CCCC1 (tetrahydrofuran), C(C)(=O)OCC (ethyl acetate). Conditions: time 1 hour. The product is BrCCCCCCCCCCCC(C)C (1-bromo-12-methyltridecane). The yield is 33.1%. Reaction SMILES: [CH2:1](Br)[CH:2]([CH3:4])[CH3:3].[Mg].[Br:7][CH2:8][CH2:9][CH2:10][CH2:11][CH2:12][CH2:13][CH2:14][CH2:15][CH2:16][CH2:17]Br.Cl>O1CCCC1.[Li+].[Li+].[Cl-].[Cl-].[Cl-].[Cl-].[Cu+2].C(OCC)(=O)C>[Br:7][CH2:8][CH2:9][CH2:10][CH2:11][CH2:12][CH2:13][CH2:14][CH2:15][CH2:16][CH2:17][CH2:1][CH:2]([CH3:4])[CH3:3] |f:5.6.7.8.9.10.11|. Reported procedure: Isobutyl bromide (27.4 g) was added to magnesium (5.0 g) in tetrahydrofuran (100 ml). The mixture was stirred for 1 hour under nitrogen atmosphere. The mixture was added to a solution of 1,10-dibromodecane (50.0 g) and dilithium tetrachlorocuprate (1 m mole) in tetrahydrofuran (100 ml) at 0° C. under nitrogen atmosphere. The mixture was stirred at 0° C. for 1 hour and poured into a mixture of 7% hydrochloric acid (200 ml) and ethyl acetate (200 ml). The organic layer was washed with water, dried...